describe an organic reaction: reactants, conditions, products, and yield From a dataset of the Open Reaction Database (ORD), a public repository of structured organic reaction records. RXN SMILES: [Cl:1][C:2]1[C:3]([F:30])=[C:4]([NH:8][C:9]2[C:18]3[C:13](=[CH:14][C:15]([O:28][CH3:29])=[C:16]([CH2:19][NH:20][CH2:21][CH2:22][N:23]4[CH2:27][CH2:26][CH2:25][CH2:24]4)[CH:17]=3)[N:12]=[CH:11][N:10]=2)[CH:5]=[CH:6][CH:7]=1.CC[O:33][C:34]([C@@H:36](OS(C(F)(F)F)(=O)=O)[CH3:37])=[O:35]>>[Cl:1][C:2]1[C:3]([F:30])=[C:4]([NH:8][C:9]2[C:18]3[C:13](=[CH:14][C:15]([O:28][CH3:29])=[C:16]([CH2:19][N:20]([CH2:21][CH2:22][N:23]4[CH2:24][CH2:25][CH2:26][CH2:27]4)[C@@H:36]([C:34]([OH:35])=[O:33])[CH3:37])[CH:17]=3)[N:12]=[CH:11][N:10]=2)[CH:5]=[CH:6][CH:7]=1. Reported procedure: N-(3-Chloro-2-fluorophenyl)-7-methoxy-6-{[(2-pyrrolidin-1-ylethyl)amino]methyl}quinazolin-4-amine (prepared as described in Example 47) was coupled with ethyl O-trifluoromethanesulfonyl-L-lactate and hydrolysed using analogous methods to those described for the equivalent steps in Example 46 to give N-({4-[(3-chloro-2-fluorophenyl)amino]-7-methoxyquinazolin-6-yl}methyl)-N-(2-pyrrolidin-1-ylethyl)-D-alanine; 1H NMR Spectrum: (DMSO-d6) 1.27 (d, 3H); 1.83 (m, 4H); 2.86 (m, 8H); 3.44 (q, 1H); 3.84 (... The reactants are ClC=1C(=C(C=CC1)NC1=NC=NC2=CC(=C(C=C12)CNCCN1CCCC1)OC)F (N-(3-Chloro-2-fluorophenyl)-7-methoxy-6-{[(2-pyrrolidin-1-ylethyl)amino]methyl}quinazolin-4-amine), CCOC(=O)[C@H](C)OS(=O)(=O)C(F)(F)F (ethyl O-trifluoromethanesulfonyl-L-lactate). Product: ClC=1C(=C(C=CC1)NC1=NC=NC2=CC(=C(C=C12)CN([C@H](C)C(=O)O)CCN1CCCC1)OC)F (N-({4-[(3-chloro-2-fluorophenyl)amino]-7-methoxyquinazolin-6-yl}methyl)-N-(2-pyrrolidin-1-ylethyl)-D-alanine). The reactants are C(C1=CC=CC=C1)OC\C=C/CO ((Z)-4-benzyloxy-2-buten-1-ol), C(Br)(Br)(Br)Br (carbon tetrabromide), C1(=CC=CC=C1)P(C1=CC=CC=C1)C1=CC=CC=C1 (triphenylphosphine). Run in C(Cl)Cl (methylene chloride). Product: C(C1=CC=CC=C1)OC\C=C/CBr ((Z)-4-benzyloxy-1-bromo-2-butene). Yield: 102.2%. As a reaction SMILES: [CH2:1]([O:8][CH2:9]/[CH:10]=[CH:11]\[CH2:12]O)[C:2]1[CH:7]=[CH:6][CH:5]=[CH:4][CH:3]=1.C(Br)(Br)(Br)[Br:15].C1(P(C2C=CC=CC=2)C2C=CC=CC=2)C=CC=CC=1>C(Cl)Cl>[CH2:1]([O:8][CH2:9]/[CH:10]=[CH:11]\[CH2:12][Br:15])[C:2]1[CH:7]=[CH:6][CH:5]=[CH:4][CH:3]=1. Procedure details: To a solution of (Z)-4-benzyloxy-2-buten-1-ol (2.0 g, 11.2 mmol) in methylene chloride (40 ml) were added carbon tetrabromide (4.46 g, 13.4 mmol) and triphenylphosphine (3.51 g, 13.4 mmol) at 0° C. under stirring in a nitrogen gas stream. After stirring at room temperature for 1.5 hours, the reaction mixture was concentrated under reduced pressure. The residue was purified by chromatography on a silica gel column (silica gel: 50 g), whereby from hexane/ethyl acetate (4/1) eluate fractions, the t... Reactants: C[C@@H]1NC2=CC=CC=C2[C@@H](C1)NC1=CC=CC=C1 ((±)-cis-(2-methyl-1,2,3,4-tetrahydroquinol-4-yl) aniline), CN(C=O)C (dimethylformamide), BrCC1=CC(=CC=C1)OC (1-bromomethyl-3-methoxy-benzene), [I-].[K+] (potassium iodide), C([O-])([O-])=O.[K+].[K+] (potassium carbonate). Product: COC=1C=C(CN2[C@H](C[C@H](C3=CC=CC=C23)N(C(C)=O)C2=CC=CC=C2)C)C=CC1 ((±)-cis-N-[1-(3-methoxy-benzyl)-2-methyl-1,2,3,4-tetrahydro-quinolin-4-yl]-N-phenyl-acetamide). As a reaction SMILES: [CH3:1][C@H:2]1[CH2:11][C@@H:10]([NH:12][C:13]2[CH:18]=[CH:17][CH:16]=[CH:15][CH:14]=2)[C:9]2[C:4](=[CH:5][CH:6]=[CH:7][CH:8]=2)[NH:3]1.[C:19](=[O:22])([O-])[O-].[K+].[K+].Br[CH2:26][C:27]1[CH:32]=[CH:31][CH:30]=[C:29]([O:33][CH3:34])[CH:28]=1.[I-].[K+].[CH3:37]N(C)C=O>>[CH3:34][O:33][C:29]1[CH:28]=[C:27]([CH:32]=[CH:31][CH:30]=1)[CH2:26][N:3]1[C:4]2[C:9](=[CH:8][CH:7]=[CH:6][CH:5]=2)[C@H:10]([N:12]([C:13]2[CH:18]=[CH:17][CH:16]=[CH:15][CH:14]=2)[C:19](=[O:22])[CH3:37])[CH2:11][C@@H:2]1[CH3:1] |f:1.2.3,5.6|. Procedure details: (±)-Cis-N-[1-(3-methoxy-benzyl)-2-methyl-1,2,3,4-tetrahydro-quinolin-4-yl]-N-phenyl-acetamide was synthesized by dissolving (±)-cis-(2-methyl-1,2,3,4-tetrahydroquinol-4-yl) aniline in dimethylformamide and adding potassium carbonate (1.0–10.0 equiv.), and the 1-bromomethyl-3-methoxy-benzene (1.1–3.0 equiv), catalytic potassium iodide and was stirred at room temperature for 18 hours. The reaction mixture was filtered for removal of inorganic salts and concentrated. The crude mixture was purified ... Starting materials: ClC1=NC(=CC=C1CN)Cl (2,6-Dichloro-3-pyridylmethylamine), ClC1=CC=C(C=N1)N(C(=S)NC)CC (N-(6-chloro-3-pyridyl)-N-ethyl-N'-methylthiourea), ClC1=CC=C(C=N1)N(C(=S)NC)C (N-(6-chloro-3-pyridyl)-N-methyl-N'-methylthiourea). Product: CSC(N(CC)C=1C=NC(=CC1)Cl)=NC (S-methyl-N-(6-chloro-3-pyridyl)-N-ethyl-N'-methylisothiourea). RXN SMILES: Cl[C:2]1C(CN)=CC=C(Cl)N=1.[Cl:11][C:12]1[N:17]=[CH:16][C:15]([N:18]([CH2:23][CH3:24])[C:19]([NH:21][CH3:22])=[S:20])=[CH:14][CH:13]=1.ClC1N=CC(N(C)C(NC)=S)=CC=1>>[CH3:2][S:20][C:19](=[N:21][CH3:22])[N:18]([C:15]1[CH:16]=[N:17][C:12]([Cl:11])=[CH:13][CH:14]=1)[CH2:23][CH3:24]. Procedure: The reaction procedure of Example 59 (2) was repeated except that N-(6-chloro-3-pyridyl)-N-ethyl-N'-methylthiourea was used in lieu of N-(6-chloro-3-pyridyl)-N-methyl-N'-methylthiourea to give S-methyl-N-(6-chloro-3-pyridyl)-N-ethyl-N'-methylisothiourea as a pale yellow oil. The reactants are C(C)(=O)Cl (acetyl chloride), C(C)(=O)OC(C)=O (acetic acid anhydride), CC1(C(CCCC1)C1CCCCC1)O (1-methyl-2-cyclohexyl-cyclohexanol). The solvent is CCOCC (ether), CN(C1=CC=CC=C1)C (N,N-dimethylaniline). Conditions: temperature 40 celsius. Product: C(C)(=O)OC1(C(CCCC1)C1CCCCC1)C (1-acetoxy-1-methyl-2-cyclohexyl-cyclohexane). RXN SMILES: [C:1](Cl)(=[O:3])[CH3:2].C(OC(=O)C)(=O)C.[CH3:12][C:13]1([OH:25])[CH2:18][CH2:17][CH2:16][CH2:15][CH:14]1[CH:19]1[CH2:24][CH2:23][CH2:22][CH2:21][CH2:20]1>CN(C)C1C=CC=CC=1.CCOCC>[C:1]([O:25][C:13]1([CH3:12])[CH2:18][CH2:17][CH2:16][CH2:15][CH:14]1[CH:19]1[CH2:20][CH2:21][CH2:22][CH2:23][CH2:24]1)(=[O:3])[CH3:2]. Procedure: A mixture of 360 ml of acetyl chloride and 153 ml of acetic acid anhydride is added dropwise at 0° C., whilst stirring, to a solution of 576 g of crude 1-methyl-2-cyclohexyl-cyclohexanol in 750 ml of N,N-dimethylaniline. The mixture is then allowed to come to room temperature, after which is heated to 40° C. for 36 hours. Thereafter, the reaction mixture is poured onto ice and diluted with 1 liter of ether, and the organic phase is separated off and concentrated on a Rotavapor apparatus. The res... Starting materials: OC(CCI)C#CCCC (3-hydroxy-1-iodo-4-octyne), CC(C)=C (isobutylene). Yields the product C(C)(C)(C)OC(CCI)C#CCCC (3-t-butoxy-1-iodo-4-octyne). Reaction SMILES: [OH:1][CH:2]([C:6]#[C:7][CH2:8][CH2:9][CH3:10])[CH2:3][CH2:4][I:5].[CH3:11][C:12](=[CH2:14])[CH3:13]>>[C:12]([O:1][CH:2]([C:6]#[C:7][CH2:8][CH2:9][CH3:10])[CH2:3][CH2:4][I:5])([CH3:14])([CH3:13])[CH3:11]. Procedure details: The subject compound is prepared from 3-hydroxy-1-iodo-4-octyne (Example 498) and isobutylene by the method of Example 492. The reactants are [H-].[Na+] (sodium hydride), C(CC(=O)C)(=O)ON=C(COC1=CN(C2=CC(=C(C=C2C1=O)F)NC1CCCCC1)C1CCCC1)N (N′-(acetoacetyloxy)-2-{[7-(cyclohexylamino)-1-cyclopentyl-6-fluoro-4-oxo-1,4-dihydroquinolin-3-yl]oxy}ethanimidamide). Run in C1(=CC=CC=C1)C (toluene). Product: C1(CCCCC1)NC1=C(C=C2C(C(=CN(C2=C1)C1CCCC1)OCC1=NOC(N1)=O)=O)F (7-(cyclohexylamino)-1-cyclopentyl-6-fluoro-3-[(5-oxo-4,5-dihydro-1,2,4-oxadiazol-3-yl)methoxy]quinolin-4(1H)-one), C1(CCCCC1)NC1=C(C=C2C(C(=CN(C2=C1)C1CCCC1)OCC1=NOC(=N1)CC(C)=O)=O)F (7-(cyclohexylamino)-1-cyclopentyl-6-fluoro-3-{[5-(2-oxopropyl)-1,2,4-oxadiazol-3-yl]methoxy}quinolin-4(1H)-one). Reaction SMILES: [H-].[Na+].[C:3]([O:9][N:10]=[C:11]([NH2:38])[CH2:12][O:13][C:14]1[C:23](=[O:24])[C:22]2[C:17](=[CH:18][C:19]([NH:26][CH:27]3[CH2:32][CH2:31][CH2:30][CH2:29][CH2:28]3)=[C:20]([F:25])[CH:21]=2)[N:16]([CH:33]2[CH2:37][CH2:36][CH2:35][CH2:34]2)[CH:15]=1)(=[O:8])[CH2:4][C:5]([CH3:7])=[O:6]>C1(C)C=CC=CC=1>[CH:27]1([NH:26][C:19]2[CH:18]=[C:17]3[C:22]([C:23](=[O:24])[C:14]([O:13][CH2:12][C:11]4[NH:38][C:3](=[O:8])[O:9][N:10]=4)=[CH:15][N:16]3[CH:33]3[CH2:37][CH2:36][CH2:35][CH2:34]3)=[CH:21][C:20]=2[F:25])[CH2:28][CH2:29][CH2:30][CH2:31][CH2:32]1.[CH:27]1([NH:26][C:19]2[CH:18]=[C:17]3[C:22]([C:23](=[O:24])[C:14]([O:13][CH2:12][C:11]4[N:38]=[C:3]([CH2:4][C:5](=[O:6])[CH3:7])[O:9][N:10]=4)=[CH:15][N:16]3[CH:33]3[CH2:37][CH2:36][CH2:35][CH2:34]3)=[CH:21][C:20]=2[F:25])[CH2:32][CH2:31][CH2:30][CH2:29][CH2:28]1 |f:0.1|. Procedure details: 5 ml of toluene and 41 mg of 60% sodium hydride were added to 180 mg of N′-(acetoacetyloxy)-2-{[7-(cyclohexylamino)-1-cyclopentyl-6-fluoro-4-oxo-1,4-dihydroquinolin-3-yl]oxy}ethanimidamide, followed by heating under reflux for 24 hours. The solvent was evaporated under a reduced pressure, and dilute hydrochloric acid was added to the resulting residue, followed by extraction with ethyl acetate and washing with water and aqueous saturated sodium chloride. After drying over anhydrous sodium sulfat... Reactants: CC(C(C(=O)OCC)=O)(C)C (ethyl trimethyl-pyruvate), C1(=CC=CC=C1)[C@@H](C)N ((R)-1-phenylethylamine). The solvent is C(Cl)(Cl)Cl (CHCl3). The product is CC(C(C(=O)N[C@H](C)C1=CC=CC=C1)=N[C@H](C)C1=CC=CC=C1)(C)C ((R)-3,3-dimethyl-N-[(R)-1-phenylethyl]-2-(1-phenylethylimino)-butyramide). Isolated yield 46.7%. As a reaction SMILES: [CH3:1][C:2]([CH3:11])([CH3:10])[C:3](=O)[C:4]([O:6]CC)=O.[C:12]1([C@H:18]([NH2:20])[CH3:19])[CH:17]=[CH:16][CH:15]=[CH:14][CH:13]=1>C(Cl)(Cl)Cl>[CH3:11][C:2]([CH3:1])([CH3:10])[C:3](=[N:20][C@@H:18]([C:12]1[CH:17]=[CH:16][CH:15]=[CH:14][CH:13]=1)[CH3:19])[C:4]([NH:20][C@@H:18]([C:12]1[CH:17]=[CH:16][CH:15]=[CH:14][CH:13]=1)[CH3:19])=[O:6]. Procedure details: The procedure described under h) was carried out using 15 g of ethyl trimethyl-pyruvate and 50 g of (R)-1-phenylethylamine. There were isolated 14.9 g of (47%) of (R)-3,3-dimethyl-N-[(R)-1-phenylethyl]-2-(1-phenylethylimino)-butyramide of melting point 95°-96° C. [α]=+59.6 (c=1.0, CHCl3). The reactants are solution, C(CCC)[Li] (n-butyllithium), B(OC(C)C)(OC(C)C)OC(C)C ((iPrO)3B), BrC1=CC2=CC=C(C=C2C=C1)O (2-bromo-6-hydroxynaphthalene), S(O)(O)(=O)=O (sulfuric acid). The solvent is CCCCCC (hexane), C1CCOC1 (THF). Run at time 30 minute. Yields the product OC=1C=C2C=CC(=CC2=CC1)B(O)O (6-hydroxy-2-naphthaleneboronic acid). As a reaction SMILES: Br[C:2]1[CH:11]=[CH:10][C:9]2[C:4](=[CH:5][CH:6]=[C:7]([OH:12])[CH:8]=2)[CH:3]=1.C([Li])CCC.[B:18](OC(C)C)([O:23]C(C)C)[O:19]C(C)C.S(=O)(=O)(O)O>C1COCC1.CCCCCC>[OH:12][C:7]1[CH:8]=[C:9]2[C:4](=[CH:5][CH:6]=1)[CH:3]=[C:2]([B:18]([OH:23])[OH:19])[CH:11]=[CH:10]2. Procedure: A solution of 2-bromo-6-hydroxynaphthalene (243 mg, TCI) in anhydrous THF (10 ml) was cooled to −78° C., added dropwise with a 1.6 M solution of n-butyllithium in hexane (1.18 ml) over 20 minutes under argon gas atmosphere, and stirred for 30 minutes. The reaction mixture was added dropwise with (iPrO)3B (1.73 ml) over 10 minutes, stirred for 30 minutes, then warmed to room temperature, and further stirred for 2 hours. The reaction mixture was added with 0.5 M aqueous sulfuric acid (2 ml), and e...